From a dataset of the Open Reaction Database (ORD), a public repository of structured organic reaction records. describe an organic reaction: reactants, conditions, products, and yield Reactants: CCO, [Cl-], CC(=O)c1ccc([N+](=O)[O-])c(C(F)(F)F)c1, [NH4+], O. Product: CC(=O)c1ccc(N)c(C(F)(F)F)c1. RXN SMILES: [CH3:19][CH2:20][OH:21].[Cl-:17].[N+:1]([O-:2])(=[O:3])[c:4]1[c:5]([C:13]([F:14])([F:15])[F:16])[cH:6][c:7]([C:10]([CH3:11])=[O:12])[cH:8][cH:9]1.[NH4+:18].[OH2:22]>>[NH2:1][c:4]1[c:5]([C:13]([F:14])([F:15])[F:16])[cH:6][c:7]([C:10]([CH3:11])=[O:12])[cH:8][cH:9]1. Reactants: COC1=CC=C(CN2C(C=3C=C(C=NC3CC2)C=C)=O)C=C1 (6-(4-Methoxybenzyl)-3-vinyl-7,8-dihydro-1,6-naphthyridin-5(6H)-one), CO (MeOH), C(Cl)Cl (DCM). Conditions: time 20 minute. Product: OCC=1C=NC=2CCN(C(C2C1)=O)CC1=CC=C(C=C1)OC (3-(hydroxymethyl)-6-(4-methoxybenzyl)-7,8-dihydro-1,6-naphthyridin-5(6H)-one). As a reaction SMILES: [CH3:1][O:2][C:3]1[CH:22]=[CH:21][C:6]([CH2:7][N:8]2[CH2:17][CH2:16][C:15]3[N:14]=[CH:13][C:12]([CH:18]=C)=[CH:11][C:10]=3[C:9]2=[O:20])=[CH:5][CH:4]=1.C(Cl)Cl.C[OH:27]>>[OH:27][CH2:18][C:12]1[CH:13]=[N:14][C:15]2[CH2:16][CH2:17][N:8]([CH2:7][C:6]3[CH:21]=[CH:22][C:3]([O:2][CH3:1])=[CH:4][CH:5]=3)[C:9](=[O:20])[C:10]=2[CH:11]=1. Reported procedure: 6-(4-Methoxybenzyl)-3-vinyl-7,8-dihydro-1,6-naphthyridin-5(6H)-one (800 mg, 4.23 mmol) was dissolved in 1:1 MeOH:DCM (50 mL) and cooled in a dry ice/acetone bath. A stream of O3 was bubbled through for 20 min. At this time LC-MS indicated complete consumption of starting material. Oxygen was passed through the solution for 20 min, and then NaBH4 (500 mg) was added to the solution and the cold bath removed. After 20 min, Rochelle's salt (20%, 5 mL) was added to the reaction mixture. The mixture w... The reactants are COC(=O)c1cc(-c2csc(C)n2)ccc1Cl, CC(C)(C)O, [Na+], [OH-]. Product: Cc1nc(-c2ccc(Cl)c(C(=O)O)c2)cs1. As a reaction SMILES: [CH3:1][O:2][C:3]([c:4]1[c:5]([Cl:16])[cH:6][cH:7][c:8](-[c:10]2[n:11][c:12]([CH3:15])[s:13][cH:14]2)[cH:9]1)=[O:17].[CH3:20][C:21]([OH:22])([CH3:23])[CH3:24].[Na+:19].[OH-:18]>>[O:2]=[C:3]([c:4]1[c:5]([Cl:16])[cH:6][cH:7][c:8](-[c:10]2[n:11][c:12]([CH3:15])[s:13][cH:14]2)[cH:9]1)[OH:17]. The reactants are COC(=O)C(Cc1c[nH]cn1)NC(=O)C(Cc1ccccc1)NC(=O)C(Cc1ccccc1)NC(C)=O, CN, CO. Product: C[NH-], CC(=O)NC(Cc1ccccc1)C(=O)NC(Cc1ccccc1)C(=O)NC(Cc1c[nH]cn1)C(=O)O. RXN SMILES: [CH3:1][O:2][C:3]([CH:4]([NH:5][C:6]([CH:7]([NH:8][C:9]([CH:10]([NH:11][C:12]([CH3:13])=[O:14])[CH2:15][c:16]1[cH:17][cH:18][cH:19][cH:20][cH:21]1)=[O:22])[CH2:23][c:24]1[cH:25][cH:26][cH:27][cH:28][cH:29]1)=[O:30])[CH2:31][c:32]1[cH:33][nH:34][cH:35][n:36]1)=[O:37].[CH3:38][NH2:39].[CH3:40][OH:41]>>[CH3:38][NH-:39].[O:2]=[C:3]([CH:4]([NH:5][C:6]([CH:7]([NH:8][C:9]([CH:10]([NH:11][C:12]([CH3:13])=[O:14])[CH2:15][c:16]1[cH:17][cH:18][cH:19][cH:20][cH:21]1)=[O:22])[CH2:23][c:24]1[cH:25][cH:26][cH:27][cH:28][cH:29]1)=[O:30])[CH2:31][c:32]1[cH:33][nH:34][cH:35][n:36]1)[OH:37].